From a dataset of the Open Reaction Database (ORD), a public repository of structured organic reaction records. describe an organic reaction: reactants, conditions, products, and yield The reactants are Cc1ccccc1, O=C(Cl)CCl, CC(C)(CCl)C(=O)N(O)Cc1ccccc1Cl, c1ccncc1. Product: CC(C)(CCl)C(=O)N(Cc1ccccc1Cl)OC(=O)CCl. Reaction SMILES: [CH3:29][c:30]1[cH:31][cH:32][cH:33][cH:34][cH:35]1.[Cl:18][CH2:19][C:20](=[O:21])[Cl:22].[Cl:1][CH2:2][C:3]([C:4](=[O:5])[N:6]([OH:7])[CH2:8][c:9]1[c:10]([Cl:15])[cH:11][cH:12][cH:13][cH:14]1)([CH3:16])[CH3:17].[cH:23]1[cH:24][cH:25][n:26][cH:27][cH:28]1>>[Cl:1][CH2:2][C:3]([C:4](=[O:5])[N:6]([O:7][C:20]([CH2:19][Cl:18])=[O:21])[CH2:8][c:9]1[c:10]([Cl:15])[cH:11][cH:12][cH:13][cH:14]1)([CH3:16])[CH3:17].